Dataset: the Open Reaction Database (ORD), a public repository of structured organic reaction records. Task: describe an organic reaction: reactants, conditions, products, and yield Starting materials: O=C([O-])[O-], ClCCN1CCOCC1, Cl, [K+], [K+], CN(C)C=O, O=c1c2ccccc2c2nc3ccc(O)cn3c2n1-c1ccc([N+](=O)[O-])cc1. The product is O=c1c2ccccc2c2nc3ccc(OCCN4CCOCC4)cn3c2n1-c1ccc([N+](=O)[O-])cc1. RXN SMILES: [C:11](=[O:12])([O-:13])[O-:14].[Cl:2][CH2:3][CH2:4][N:5]1[CH2:6][CH2:7][O:8][CH2:9][CH2:10]1.[ClH:1].[K+:15].[K+:16].[O:45]=[CH:46][N:47]([CH3:48])[CH3:49].[OH:17][c:18]1[cH:19][cH:20][c:21]2[n:22][c:23]3[c:24]([n:25](-[c:34]4[cH:35][cH:36][c:37]([N+:40](=[O:41])[O-:42])[cH:38][cH:39]4)[c:26](=[O:33])[c:27]4[cH:28][cH:29][cH:30][cH:31][c:32]34)[n:43]2[cH:44]1>>[CH2:3]([CH2:4][N:5]1[CH2:6][CH2:7][O:8][CH2:9][CH2:10]1)[O:17][c:18]1[cH:19][cH:20][c:21]2[n:22][c:23]3[c:24]([n:25](-[c:34]4[cH:35][cH:36][c:37]([N+:40](=[O:41])[O-:42])[cH:38][cH:39]4)[c:26](=[O:33])[c:27]4[cH:28][cH:29][cH:30][cH:31][c:32]34)[n:43]2[cH:44]1. Procedure: (3-tert-Butoxycarbonylamino-pyridin-4-yl)-oxo-acetic acid ethyl ester was prepared according to a procedure described by Estel, etc (J. Heterocycl. Chem., 1989, 26, 105-): To a solution of pyridin-3-yl-carbamic acid tert-butyl ester (8.50 g, 43.8 mmol) and TMEDA (16.5 mL, 109 mmol) in THF (200 mL) at −78° C. was cannulated tert.-BuLi (64.1 mL, 1.7 M in pentane) over 30 min under nitrogen. The mixture was then stirred for 2 hours between −10° C. and −20° C. After cooling to −60° C. diethyl oxalat... Isolated yield 24.0%. RXN SMILES: [C:1]([O:5][C:6](=[O:14])[NH:7][C:8]1[CH:9]=[N:10][CH:11]=[CH:12][CH:13]=1)([CH3:4])([CH3:3])[CH3:2].CN(CCN(C)C)C.[Li]CCCC.[C:28](OCC)(=[O:34])[C:29]([O:31][CH2:32][CH3:33])=[O:30]>C1COCC1>[CH2:32]([O:31][C:29](=[O:30])[C:28]([C:13]1[CH:12]=[CH:11][N:10]=[CH:9][C:8]=1[NH:7][C:6]([O:5][C:1]([CH3:4])([CH3:2])[CH3:3])=[O:14])=[O:34])[CH3:33]. Reaction conditions: temperature 0 celsius, time 2 hour. Reactants: [Li]CCCC (BuLi), C(C(=O)OCC)(=O)OCC (diethyl oxalate), C(C)(C)(C)OC(NC=1C=NC=CC1)=O (pyridin-3-yl-carbamic acid tert-butyl ester), CN(C)CCN(C)C (TMEDA). Run in C1CCOC1 (THF). Yields the product C(C)OC(C(=O)C1=C(C=NC=C1)NC(=O)OC(C)(C)C)=O ((3-tert-Butoxycarbonylamino-pyridin-4-yl)-oxo-acetic acid ethyl ester), compound 146. Run in O (water). Procedure: Pyridine (0.5 ml) and a methylenechloride (0.5 ml) solution containing 6-ethyl-3-pyridinesulfonyl chloride (30 ml) were added to 3-amino-8-bromoquinoline (18 mg, Production Example 5b) at 0° C. After stirring at room temperature for 30 minutes, water was added thereto and the mixture was extracted with ethyl acetate. The extract was purified by preparative TLC (hexane-ethyl acetate=1:1), to give the title compound (20 mg). The product is BrC=1C=CC=C2C=C(C=NC12)NS(=O)(=O)C=1C=NC(=CC1)CC (N-(8-Bromoquinoline-3-yl)-6-ethyl-3-pyridinesulfonamide). As a reaction SMILES: N1C=CC=CC=1.C(Cl)Cl.[CH2:10]([C:12]1[N:17]=[CH:16][C:15]([S:18](Cl)(=[O:20])=[O:19])=[CH:14][CH:13]=1)[CH3:11].[NH2:22][C:23]1[CH:24]=[N:25][C:26]2[C:31]([CH:32]=1)=[CH:30][CH:29]=[CH:28][C:27]=2[Br:33]>O>[Br:33][C:27]1[CH:28]=[CH:29][CH:30]=[C:31]2[C:26]=1[N:25]=[CH:24][C:23]([NH:22][S:18]([C:15]1[CH:16]=[N:17][C:12]([CH2:10][CH3:11])=[CH:13][CH:14]=1)(=[O:20])=[O:19])=[CH:32]2. Reactants: N1=CC=CC=C1 (Pyridine), C(Cl)Cl (methylenechloride), C(C)C1=CC=C(C=N1)S(=O)(=O)Cl (6-ethyl-3-pyridinesulfonyl chloride), NC=1C=NC2=C(C=CC=C2C1)Br (3-amino-8-bromoquinoline). Run at time 30 minute. Reactants: Compound, FC(COC1=C(CS(=O)(=O)C2=[N+](C=CC=C2)[O-])C=C(C=C1)Cl)(F)F (2-[2-(2,2,2-trifluoroethoxy)-5-chlorobenzylsulfonyl]pyridine-N-oxide), [H-].[Na+] (sodium hydride), CI (methyl iodide). The solvent is CN(C=O)C (dimethylformamide). Yields the product FC(COC1=C(C=C(C=C1)Cl)C(C)S(=O)(=O)C1=[N+](C=CC=C1)[O-])(F)F (2-[1-(2-(2,2,2-trifluoroethoxy)-5-chlorophenyl)ethylsulfonyl]pyridine-N-oxide). RXN SMILES: [F:1][C:2]([F:24])([F:23])[CH2:3][O:4][C:5]1[CH:21]=[CH:20][C:19]([Cl:22])=[CH:18][C:6]=1[CH2:7][S:8]([C:11]1[CH:16]=[CH:15][CH:14]=[CH:13][N+:12]=1[O-:17])(=[O:10])=[O:9].[H-].[Na+].[CH3:27]I>CN(C)C=O>[F:24][C:2]([F:1])([F:23])[CH2:3][O:4][C:5]1[CH:21]=[CH:20][C:19]([Cl:22])=[CH:18][C:6]=1[CH:7]([S:8]([C:11]1[CH:16]=[CH:15][CH:14]=[CH:13][N+:12]=1[O-:17])(=[O:9])=[O:10])[CH3:27] |f:1.2|. Reported procedure: In the same manner as Example 1, 2.00 g of 2-[2-(2,2,2-trifluoroethoxy)-5-chlorobenzylsulfonyl]pyridine-N-oxide, 230 mg of 55% sodium hydride and 740 mg of methyl iodide were mixed with 50 ml of dimethylformamide and the mixture was reacted, followed by the same after-treatment as in Example 1, whereby 1.43 g of Compound No. 27 of the present invention was obtained. The product was white crystals having a melting point of from 119° to 121° C. Starting materials: BrC=1C=C2NC(C(NC2=CC1)=O)C (6-bromo-3-methyl-3,4-dihydro-1H-quinoxalin-2-one), ClC1=CC=C(C=C1)B(O)O (4-chlorophenyl boronic acid), C([O-])([O-])=O.[K+].[K+] (potassium carbonate), tetrakis-(triphenylphosphine)palladium (0). Solvent: O (water), C(OC)COC (dimethoxyethane), C(C)O (ethanol), O (water). Product: ClC1=CC=C(C=C1)C=1C=C2NC(C(NC2=CC1)=O)C (6-(4-Chloro-phenyl)-3-methyl-3,4-dihydro-1H-quinoxalin-2-one). RXN SMILES: Br[C:2]1[CH:3]=[C:4]2[C:9](=[CH:10][CH:11]=1)[NH:8][C:7](=[O:12])[CH:6]([CH3:13])[NH:5]2.[Cl:14][C:15]1[CH:20]=[CH:19][C:18](B(O)O)=[CH:17][CH:16]=1.C(=O)([O-])[O-].[K+].[K+]>C(COC)OC.C(O)C.O>[Cl:14][C:15]1[CH:20]=[CH:19][C:18]([C:2]2[CH:3]=[C:4]3[C:9](=[CH:10][CH:11]=2)[NH:8][C:7](=[O:12])[CH:6]([CH3:13])[NH:5]3)=[CH:17][CH:16]=1 |f:2.3.4|. Reported procedure: A solution of 6-bromo-3-methyl-3,4-dihydro-1H-quinoxalin-2-one (2.4 g, 10 mmol), 4-chlorophenyl boronic acid (1.6 g, 10 mmol), potassium carbonate (4 g, 30 mmol), and tetrakis-(triphenylphosphine)palladium (0) in dimethoxyethane (150 ml), ethanol (25 ml), and water (25 ml) was heated to reflux for 6 hours. After cooling to room temperature the mixture was diluted with water, and extracted with ethyl acetate. The organic layer was separated, dried over magnesium sulfate, filtered, and concentrate... The reactants are C[S-].[Na+] (Sodium thiomethoxide), FC1=C(C=C(C(=C1)OC)OC)F (1,2-difluoro-4,5-dimethoxybenzene), C[S-].[Na+] (sodium thiomethoxide). Run in CN(C)C=O (DMF). Run at temperature 100 celsius. The product is FC1=CC(=C(C=C1F)O)OC (4,5-Difluoro-2-methoxyphenol). Reaction SMILES: C[S-].[Na+].[F:4][C:5]1[CH:10]=[C:9]([O:11][CH3:12])[C:8]([O:13]C)=[CH:7][C:6]=1[F:15]>CN(C=O)C>[F:4][C:5]1[C:6]([F:15])=[CH:7][C:8]([OH:13])=[C:9]([O:11][CH3:12])[CH:10]=1 |f:0.1|. Procedure: Sodium thiomethoxide (0.4 g) was added to a solution of 1,2-difluoro-4,5-dimethoxybenzene (1.0 g) in DMF (10 ml) at RT, then heated at 100° C. for 4 h. A further 0.8 g of sodium thiomethoxide was added, the mixture heated for a further 2 h. The mixture was cooled, partitioned between ethylacetate/2M hydrochloric acid, the organics dried and evaporated under reduced pressure, yield 1.05 g Starting materials: CN(C)c1ccccc1CCl, CC1(C)NC(=S)NC1=O, CS(C)=O, Cl, [Na+], [OH-], O. Yields the product CN(C)c1ccccc1CSC1=NC(=O)C(C)(C)N1. Reaction SMILES: [CH3:11][N:12]([c:13]1[c:14]([CH2:15][Cl:16])[cH:17][cH:18][cH:19][cH:20]1)[CH3:21].[CH3:1][C:2]1([CH3:9])[C:3](=[O:8])[NH:4][C:5](=[S:7])[NH:6]1.[CH3:25][S:26]([CH3:27])=[O:28].[ClH:10].[Na+:24].[OH-:23].[OH2:22]>>[CH3:1][C:2]1([CH3:9])[C:3](=[O:8])[N:4]=[C:5]([S:7][CH2:15][c:14]2[c:13]([N:12]([CH3:11])[CH3:21])[cH:20][cH:19][cH:18][cH:17]2)[NH:6]1. Starting materials: IC1=CC=C(OCC(=O)OCC)C=C1 (ethyl 2-(4-iodophenoxy)acetate), C1(=CC=CC=C1)C#C (phenylacetylene). The product is C1(=CC=CC=C1)C#CC1=CC=C(OCC(=O)OCC)C=C1 (Ethyl 2-(4-(phenylethynyl)phenoxy)acetate), orange solid. Yield: 78.0%. Reaction SMILES: I[C:2]1[CH:14]=[CH:13][C:5]([O:6][CH2:7][C:8]([O:10][CH2:11][CH3:12])=[O:9])=[CH:4][CH:3]=1.[C:15]1([C:21]#[CH:22])[CH:20]=[CH:19][CH:18]=[CH:17][CH:16]=1>>[C:15]1([C:21]#[C:22][C:2]2[CH:14]=[CH:13][C:5]([O:6][CH2:7][C:8]([O:10][CH2:11][CH3:12])=[O:9])=[CH:4][CH:3]=2)[CH:20]=[CH:19][CH:18]=[CH:17][CH:16]=1. Procedure: The title compound was prepared from ethyl 2-(4-iodophenoxy)acetate (550 mg, 1.80 mmol) and phenylacetylene (0.17 mL, 1.80 mmol) according to the general procedure IE to give 390 mg (78%) of an orange solid after purification by flash chromatography (SiO2, EtOAc/hexanes, 1:5). Rf: 0.26 (EtOAc:hexanes, 1:5); 1HNMR (CDCl3) δ 7.53-7.45 (m, 4H), 7.36-7.25 (m, 3H), 6.90-6.87 (m, 2H), 4.63 (s, 2H), 4.32-4.23 (dq, 2H, J=7.2 Hz, 2.1 Hz), 1.35-1.24 (tt, 3H, J=7.2 Hz, 1.5 Hz); 13CNMR (CDCl3) δ 168.6, 157.... Reactants: BrC=1C=CC2=C(C(=NCC(=N2)NN)C2=NC=CC=C2)C1 (7-bromo-2-hydrazino-5-(2-pyridyl)-3H-1,4-benzodiazepine), BrCC(CCl)=O (1 -bromo-3-chloro-propanone). Run in O1CCCC1 (tetrahydrofuran). Yields the product BrC=1C=CC2=C(C(=NCC(=N2)NN=C(CBr)CCl)C2=NC=CC=C2)C1 (7-bromo-2-[[2-bromo-1-(chloromethyl)ethylidene]hydrazino]-5-(2-pyridyl)-3H-1,4-benzodiazepine). RXN SMILES: [Br:1][C:2]1[CH:3]=[CH:4][C:5]2[N:11]=[C:10]([NH:12][NH2:13])[CH2:9][N:8]=[C:7]([C:14]3[CH:19]=[CH:18][CH:17]=[CH:16][N:15]=3)[C:6]=2[CH:20]=1.[Br:21][CH2:22][C:23](=O)[CH2:24][Cl:25]>O1CCCC1>[Br:1][C:2]1[CH:3]=[CH:4][C:5]2[N:11]=[C:10]([NH:12][N:13]=[C:23]([CH2:24][Cl:25])[CH2:22][Br:21])[CH2:9][N:8]=[C:7]([C:14]3[CH:19]=[CH:18][CH:17]=[CH:16][N:15]=3)[C:6]=2[CH:20]=1. Procedure details: In the manner given in Example 1, 7-bromo-2-hydrazino-5-(2-pyridyl)-3H-1,4-benzodiazepine in tetrahydrofuran can be treated with 1 -bromo-3-chloro-propanone under nitrogen to give 7-bromo-2-[[2-bromo-1-(chloromethyl)ethylidene]hydrazino]-5-(2-pyridyl)-3H-1,4-benzodiazepine.